From a dataset of the Open Reaction Database (ORD), a public repository of structured organic reaction records. describe an organic reaction: reactants, conditions, products, and yield Reactants: [N+](=O)([O-])C1=CC=C(C=C1)N1C(C=NC=C1)=O (1-(4-Nitro-phenyl)-1H-pyrazin-2-one), solution, N (NH3), [H][H] (hydrogen). Reagents/catalysts: [Ni] (Raney Nickel). Solvent: CO (MeOH), CO (MeOH). Product: NC1=CC=C(C=C1)N1C(CNCC1)=O (1-(4-Amino-phenyl)-piperazin-2-one). As a reaction SMILES: [N+:1]([C:4]1[CH:9]=[CH:8][C:7]([N:10]2[CH:15]=[CH:14][N:13]=[CH:12][C:11]2=[O:16])=[CH:6][CH:5]=1)([O-])=O.N.[H][H]>CO.[Ni]>[NH2:1][C:4]1[CH:5]=[CH:6][C:7]([N:10]2[CH2:15][CH2:14][NH:13][CH2:12][C:11]2=[O:16])=[CH:8][CH:9]=1. Procedure: To a solution of 670 mg 1-(4-Nitro-phenyl)-1H-pyrazin-2-one in 100 mL MeOH, 8 g Raney Nickel (washed three times with MeOH) were introduced under a nitrogen atmosphere. Then 10 mL of a 7 M solution of NH3 in MeOH were added. The nitrogen atmosphere was replaced by a hydrogen atmosphere and the mixture was hydrogenated under normal pressure at RT. After 2 h the reaction mixture was filtered through a pad of celite. The solvents were removed under reduced pressure and the residue was subjected to ... The product is CON(C(=O)C=1SC(=C(C1)C1=CC=C(C=C1)C)CC)C (5-ethyl-4-p-tolyl-thiophene-2-carboxylic acid methoxy-methyl-amide). Run at time 72 hour. Run in CC(OCC)=O (EA), C1CCOC1 (THF). Starting materials: CN(C)C(=[N+](C)C)ON1C2=C(C=CC=C2)N=N1.[B-](F)(F)(F)F (TBTU), CNOC (N,O-dimethylhydroxylamine), CCN(C(C)C)C(C)C (DIPEA), C1(=CC=C(C=C1)C=1C=C(SC1)C(=O)O)C (4-p-tolyl-thiophene-2-carboxylic acid), C(C)I (ethyliodide), [Li]CCCC (BuLi). Reaction SMILES: [C:1]1([CH3:15])[CH:6]=[CH:5][C:4]([C:7]2[CH:8]=[C:9]([C:12]([OH:14])=O)[S:10][CH:11]=2)=[CH:3][CH:2]=1.[Li]CC[CH2:19][CH3:20].C(I)C.CN([C:27]([O:31][N:32]1N=NC2C=CC=C[C:33]1=2)=[N+](C)C)C.[B-](F)(F)(F)F.CNOC.CCN(C(C)C)C(C)C>C1COCC1.CC(=O)OCC>[CH3:27][O:31][N:32]([CH3:33])[C:12]([C:9]1[S:10][C:11]([CH2:19][CH3:20])=[C:7]([C:4]2[CH:3]=[CH:2][C:1]([CH3:15])=[CH:6][CH:5]=2)[CH:8]=1)=[O:14] |f:3.4|. Reported procedure: At −70° C. a solution of 4-p-tolyl-thiophene-2-carboxylic acid (580 mg, 2.66 mmol) in THF (8 mL) is treated with tert.-BuLi (5 mL, 1.7 M solution in pentane). The mixture is stirred at −70° C. for 30 min before ethyliodide (1.2 mL) is added. The mixture is warmed to rt and stirring is continued for 72 h. The reaction is quenched by adding sat. aq. NH4Cl and the mixture is extracted with DCM. The solvent of the organic extracts is evaporated and the remaining oil (780 mg) is dissolved in dry DCM ... The reactants are [H-].[Na+] (NaH), C(C)(C)(C)OC(=O)N1C2CC(CC1CC2)=CCO (3-(2-hydroxyethylidene)-8-azabicyclo[3.2.1]octane-8-carboxylic acid t-butyl ester), BrCC1CC1 (bromomethylcyclopropane). Solvent: CN(C)C=O (DMF). Reaction conditions: time 1 hour. Product: C(C)(C)(C)OC(=O)N1C2CC(CC1CC2)=CCOCC2CC2 (3-(2-Cyclopropylmethoxyethylidene)-8-azabicyclo[3.2.1]octane-8-carboxylic acid t-butyl ester). Isolated yield 24.9%. RXN SMILES: [C:1]([O:5][C:6]([N:8]1[CH:13]2[CH2:14][CH2:15][CH:9]1[CH2:10][C:11](=[CH:16][CH2:17][OH:18])[CH2:12]2)=[O:7])([CH3:4])([CH3:3])[CH3:2].[H-].[Na+].Br[CH2:22][CH:23]1[CH2:25][CH2:24]1>CN(C=O)C>[C:1]([O:5][C:6]([N:8]1[CH:13]2[CH2:14][CH2:15][CH:9]1[CH2:10][C:11](=[CH:16][CH2:17][O:18][CH2:22][CH:23]1[CH2:25][CH2:24]1)[CH2:12]2)=[O:7])([CH3:4])([CH3:3])[CH3:2] |f:1.2|. Procedure: A reaction flask was charged with 3-(2-hydroxyethylidene)-8-azabicyclo[3.2.1]octane-8-carboxylic acid t-butyl ester (0.380 g, 1.5 mmol) in dry DMF (2 mL) under Argon. NaH (60% in oil, 0.060 g, 1.5 mmol) was added in portions and the mixture was stirred at 50° for 1 h. The mixture was cooled to rt and bromomethylcyclopropane (0.202 g, 1.5 mmol) was added followed by stirring at rt for 20 h under Argon. The reaction mixture was quenched with water and the product extracted into EtOAc. The combined... The reactants are FC=1C=CC(=C(C1)NC=1C=NC=C(C1)F)[N+](=O)[O-] ((5-fluoro-2-nitro-phenyl)-(5-fluoropyridin-3-yl)amine). Run in CCOC(=O)C (EtOAc). Reaction conditions: time 19 hour. Yields the product FC=1C=C(C(=CC1)N)NC=1C=NC=C(C1)F (4-Fluoro-N2-(5-fluoropyridin-3-yl)benzene-1,2-diamine). Isolated yield 105.7%. Reaction SMILES: [F:1][C:2]1[CH:3]=[CH:4][C:5]([N+:16]([O-])=O)=[C:6]([NH:8][C:9]2[CH:10]=[N:11][CH:12]=[C:13]([F:15])[CH:14]=2)[CH:7]=1>CCOC(C)=O>[F:1][C:2]1[CH:7]=[C:6]([NH:8][C:9]2[CH:10]=[N:11][CH:12]=[C:13]([F:15])[CH:14]=2)[C:5]([NH2:16])=[CH:4][CH:3]=1. Procedure: A mixture of (5-fluoro-2-nitro-phenyl)-(5-fluoropyridin-3-yl)amine (425 mg, 1.69 mmol) in EtOAc (30 mL) was degassed with a stream of nitrogen prior to addition of 10% Pd/C (50 mg) and was stirred at RT under a hydrogen atmosphere for 19 h. The mixture was filtered and the filtrate concentrated in vacuo to afford the title compound as a brown solid (395 mg, quantitative). LCMS (Method C): RT 2.24 min [M+H]+ 222.07 Starting materials: CCCCCC.C(C)(=O)OCC (hexane ethyl acetate), NC1=C(C=CC=C1)S (2-Aminothiophenol), [H-].[Na+] (sodium hydride), FC1=C(C#N)C=CC(=C1)C(F)(F)F (2-fluoro-4-trifluoromethylbenzonitrile). Solvent: CN(C=O)C (dimethylformamide). Run at temperature 0 celsius, time 1 hour. The product is NC1=C(C=CC=C1)SC1=C(C#N)C=CC(=C1)C(F)(F)F (2-(2-Aminophenylthio)-4-trifluoromethylbenzonitrile). Isolated yield 68.8%. RXN SMILES: [NH2:1][C:2]1[CH:7]=[CH:6][CH:5]=[CH:4][C:3]=1[SH:8].[H-].[Na+].F[C:12]1[CH:19]=[C:18]([C:20]([F:23])([F:22])[F:21])[CH:17]=[CH:16][C:13]=1[C:14]#[N:15].CCCCCC.C(OCC)(=O)C>CN(C)C=O>[NH2:1][C:2]1[CH:7]=[CH:6][CH:5]=[CH:4][C:3]=1[S:8][C:12]1[CH:19]=[C:18]([C:20]([F:21])([F:23])[F:22])[CH:17]=[CH:16][C:13]=1[C:14]#[N:15] |f:1.2,4.5|. Procedure details: 2-Aminothiophenol (8.17 g, 65 mmol) was added to a mixture of sodium hydride (2.35 g of 80% dispersion, 1.2 eq) in dimethylformamide (DMF, 100 ml) at 0° C. under a nitrogen atmosphere. After stirring for 30 mins 2-fluoro-4-trifluoromethylbenzonitrile (11.68 g, 0.95 eq) was added and the reaction mixture stirred at 0° C. for 1 hr then kept at 10° C. overnight. The solvent was evaporated in vaccuo and the residue taken up in ether (100 ml) and washed with sodium bicarbonate solution (1M, 100 ml). ... The reactants are OC1=C(C=C(C(=C1)NS(=O)(=O)C)OC1=CC=CC=C1)C(=O)C (methyl 2-hydroxy-4-methylsulfonylamino-5-phenoxyphenyl ketone), C(C)(=O)OC(C)=O (acetic anhydride), C(C)(=O)[O-].[Na+] (sodium acetate), C(C)(=O)OCC (ethyl acetate). Run in O (water). Run at time 1.5 hour. Product: CC=1OC2=C(C(C1)=O)C=C(C(=C2)NS(=O)(=O)C)OC2=CC=CC=C2 (2-methyl-7-methylsulfonylamino-6-phenoxy-4H-1-benzopyran-4-one). Isolated yield 24.9%. RXN SMILES: [OH:1][C:2]1[CH:7]=[C:6]([NH:8][S:9]([CH3:12])(=[O:11])=[O:10])[C:5]([O:13][C:14]2[CH:19]=[CH:18][CH:17]=[CH:16][CH:15]=2)=[CH:4][C:3]=1[C:20]([CH3:22])=[O:21].[C:23](OC(=O)C)(=O)[CH3:24].C([O-])(=O)C.[Na+].C(OCC)(=O)C>O>[CH3:23][C:24]1[O:1][C:2]2[CH:7]=[C:6]([NH:8][S:9]([CH3:12])(=[O:11])=[O:10])[C:5]([O:13][C:14]3[CH:19]=[CH:18][CH:17]=[CH:16][CH:15]=3)=[CH:4][C:3]=2[C:20](=[O:21])[CH:22]=1 |f:2.3|. Procedure: There were mixed 3.21 g of methyl 2-hydroxy-4-methylsulfonylamino-5-phenoxyphenyl ketone, 5.45 g of acetic anhydride and 4.1 g of sodium acetate. The mixture was stirred for 1.5 hours at 130°-140° C. The reaction mixture was cooled to room temperature. 200 ml of ethyl acetate and 100 ml of water were added thereto. The organic layer was separated, washed with water and a saturated aqueous sodium chloride solution in this order, and dried with anhydrous magnesium sulfate. The solvent was removed ... Starting materials: C(C)(=O)N1CCC(CC1)C(C1=C(C=C(C=C1)F)F)=O (1-acetyl-4-(2,4-difluorobenzoyl)piperidine), N1CCCCC1 (piperidine). Reaction conditions: temperature 100 celsius, time 24 hour. Yields the product C(C)(=O)N1CCC(CC1)C(C1=C(C=C(C=C1)N1CCCCC1)N1CCCCC1)=O (1-Acetyl-4-[2,4-di(piperidino)benzoyl]piperidine). As a reaction SMILES: [C:1]([N:4]1[CH2:9][CH2:8][CH:7]([C:10](=[O:19])[C:11]2[CH:16]=[CH:15][C:14](F)=[CH:13][C:12]=2F)[CH2:6][CH2:5]1)(=[O:3])[CH3:2].[NH:20]1[CH2:25][CH2:24][CH2:23][CH2:22][CH2:21]1>>[C:1]([N:4]1[CH2:9][CH2:8][CH:7]([C:10](=[O:19])[C:11]2[CH:16]=[CH:15][C:14]([N:20]3[CH2:25][CH2:24][CH2:23][CH2:22][CH2:21]3)=[CH:13][C:12]=2[N:4]2[CH2:9][CH2:8][CH2:7][CH2:6][CH2:5]2)[CH2:6][CH2:5]1)(=[O:3])[CH3:2]. Procedure: A mixture consisting of 2.67 g of 1-acetyl-4-(2,4-difluorobenzoyl)piperidine and 5.0 ml of piperidine was stirred at 100° C. for 24 hours and the reaction mixture was then worked up in the same manner as Example 2 to give 3.3 g of the title compound as oil.